This data is from the Open Reaction Database (ORD), a public repository of structured organic reaction records. The task is: describe an organic reaction: reactants, conditions, products, and yield Reactants: Cc1cc(NCC(O)CN2C(=O)c3ccccc3C2=O)cc(C)c1-n1cccc(CCO[Si](c2ccccc2)(c2ccccc2)C(C)(C)C)c1=O, O=C(n1ccnc1)n1ccnc1, Cc1ccccc1, ClCCl, O. Yields the product Cc1cc(N2CC(CN3C(=O)c4ccccc4C3=O)OC2=O)cc(C)c1-n1cccc(CCO[Si](c2ccccc2)(c2ccccc2)C(C)(C)C)c1=O. As a reaction SMILES: [C:1]([CH3:2])([CH3:3])([CH3:4])[Si:5]([O:6][CH2:7][CH2:8][c:9]1[c:10](=[O:39])[n:11](-[c:15]2[c:16]([CH3:38])[cH:17][c:18]([NH:22][CH2:23][CH:24]([CH2:25][N:26]3[C:27](=[O:36])[c:28]4[cH:29][cH:30][cH:31][cH:32][c:33]4[C:34]3=[O:35])[OH:37])[cH:19][c:20]2[CH3:21])[cH:12][cH:13][cH:14]1)([c:40]1[cH:41][cH:42][cH:43][cH:44][cH:45]1)[c:46]1[cH:47][cH:48][cH:49][cH:50][cH:51]1.[C:52](=[O:53])([n:54]1[cH:55][cH:56][n:57][cH:58]1)[n:59]1[cH:60][cH:61][n:62][cH:63]1.[CH3:68][c:69]1[cH:70][cH:71][cH:72][cH:73][cH:74]1.[Cl:65][CH2:66][Cl:67].[OH2:64]>>[C:1]([CH3:2])([CH3:3])([CH3:4])[Si:5]([O:6][CH2:7][CH2:8][c:9]1[c:10](=[O:39])[n:11](-[c:15]2[c:16]([CH3:38])[cH:17][c:18]([N:22]3[CH2:23][CH:24]([CH2:25][N:26]4[C:27](=[O:36])[c:28]5[cH:29][cH:30][cH:31][cH:32][c:33]5[C:34]4=[O:35])[O:37][C:52]3=[O:53])[cH:19][c:20]2[CH3:21])[cH:12][cH:13][cH:14]1)([c:40]1[cH:41][cH:42][cH:43][cH:44][cH:45]1)[c:46]1[cH:47][cH:48][cH:49][cH:50][cH:51]1. The reactants are [O-]c1ccc(F)cc1, CC1(c2ccc(I)cc2)CC(=O)NN1, [Na+], CN(C)C=O. Product: CC1(c2ccc(-c3ccc(F)cc3)cc2)CC(=O)NN1. RXN SMILES: [F:15][c:16]1[cH:17][cH:18][c:19]([O-:22])[cH:20][cH:21]1.[I:1][c:2]1[cH:3][cH:4][c:5]([C:8]2([CH3:14])[NH:9][NH:10][C:11](=[O:13])[CH2:12]2)[cH:6][cH:7]1.[Na+:23].[O:24]=[CH:25][N:26]([CH3:27])[CH3:28]>>[c:2]1(-[c:19]2[cH:18][cH:17][c:16]([F:15])[cH:21][cH:20]2)[cH:3][cH:4][c:5]([C:8]2([CH3:14])[NH:9][NH:10][C:11](=[O:13])[CH2:12]2)[cH:6][cH:7]1. The reactants are O=C([O-])[O-], CI, CN(C)C=O, [K+], [K+], CS(=O)(=O)c1ccc(-c2cc(C#N)nn2-c2ccc(N)cc2)cc1, O. Product: CNc1ccc(-n2nc(C#N)cc2-c2ccc(S(C)(=O)=O)cc2)cc1. Reaction SMILES: [C:27](=[O:28])([O-:29])[O-:30].[CH3:25][I:26].[CH3:34][N:35]([CH3:36])[CH:37]=[O:38].[K+:31].[K+:32].[NH2:1][c:2]1[cH:3][cH:4][c:5](-[n:8]2[n:9][c:10]([C:23]#[N:24])[cH:11][c:12]2-[c:13]2[cH:14][cH:15][c:16]([S:19](=[O:20])(=[O:21])[CH3:22])[cH:17][cH:18]2)[cH:6][cH:7]1.[OH2:33]>>[NH:1]([c:2]1[cH:3][cH:4][c:5](-[n:8]2[n:9][c:10]([C:23]#[N:24])[cH:11][c:12]2-[c:13]2[cH:14][cH:15][c:16]([S:19](=[O:20])(=[O:21])[CH3:22])[cH:17][cH:18]2)[cH:6][cH:7]1)[CH3:27].